This data is from the Open Reaction Database (ORD), a public repository of structured organic reaction records. The task is: describe an organic reaction: reactants, conditions, products, and yield Starting materials: C(C)(C)(C)OC(=O)NC(C(=O)OC)C(SC1=CC(=CC=C1)OC)C1=CC(=CC=C1)OC (2-tert-Butoxycarbonylamino-3-(3-methoxyphenyl)-3-(3-methoxyphenyl-sulfanyl)propionic acid, methyl ester), FC(C(=O)O)(F)F (trifluoroacetic acid). Solvent: C(Cl)Cl (methylene chloride). Product: NC(C(=O)OC)C(SC1=CC(=CC=C1)OC)C1=CC(=CC=C1)OC (2-Amino-3-(3-methoxyphenyl)-3-(3-methoxyphenylsulfanyl)propionic acid, methyl ester). RXN SMILES: C(OC([NH:8][CH:9]([CH:14]([C:24]1[CH:29]=[CH:28][CH:27]=[C:26]([O:30][CH3:31])[CH:25]=1)[S:15][C:16]1[CH:21]=[CH:20][CH:19]=[C:18]([O:22][CH3:23])[CH:17]=1)[C:10]([O:12][CH3:13])=[O:11])=O)(C)(C)C.FC(F)(F)C(O)=O>C(Cl)Cl>[NH2:8][CH:9]([CH:14]([C:24]1[CH:29]=[CH:28][CH:27]=[C:26]([O:30][CH3:31])[CH:25]=1)[S:15][C:16]1[CH:21]=[CH:20][CH:19]=[C:18]([O:22][CH3:23])[CH:17]=1)[C:10]([O:12][CH3:13])=[O:11]. Reported procedure: A solution of 0.110 g (0.25 mmol) of (R,S; R,S)-2-tert-butoxycarbonylamino-3-(3-methoxyphenyl)-3-(3-methoxyphenyl-sulfanyl) propionic acid, methyl ester of Example 31 and 0.75 mL of trifluoroacetic acid in 2 mL of methylene chloride is stirred at room temperature for 30 minutes. The solvent is evaporated ant the residue is dissolved in 100 mL of ethyl acetate. The solution is washed with 2×80 mL of 1N sodium hydroxide and 80 mL of brine and then dried (magnesium sulfate) and evaporated to give t...